Task: describe an organic reaction: reactants, conditions, products, and yield. Dataset: the Open Reaction Database (ORD), a public repository of structured organic reaction records Reactants: CSC1=NC=CC(=N1)C=1C=C(C(NC1C1=CC(=CC=C1)C(F)(F)F)=O)C#N (5-(2-methylsulfanylpyrimidin-4-yl)-2-oxo-6-(3-trifluoromethylphenyl)-1,2-dihydropyridine-3-carbonitrile), C([O-])([O-])=O.[Cs+].[Cs+] (cesium carbonate), CI (methyl iodide). The solvent is CN(C)C=O (DMF). Conditions: time 1 hour. Product: CN1C(C(=CC(=C1C1=CC(=CC=C1)C(F)(F)F)C1=NC(=NC=C1)SC)C#N)=O (1-methyl-5-(2-methylsulfanyl-pyrimidin-4-yl)-2-oxo-6-(3-trifluoromethyl-phenyl)-1,2-dihydropyridine-3-carbonitrile). Isolated yield 62.1%. Reaction SMILES: [CH3:1][S:2][C:3]1[N:8]=[C:7]([C:9]2[CH:10]=[C:11]([C:26]#[N:27])[C:12](=[O:25])[NH:13][C:14]=2[C:15]2[CH:20]=[CH:19][CH:18]=[C:17]([C:21]([F:24])([F:23])[F:22])[CH:16]=2)[CH:6]=[CH:5][N:4]=1.[C:28](=O)([O-])[O-].[Cs+].[Cs+].CI>CN(C=O)C>[CH3:28][N:13]1[C:14]([C:15]2[CH:20]=[CH:19][CH:18]=[C:17]([C:21]([F:24])([F:23])[F:22])[CH:16]=2)=[C:9]([C:7]2[CH:6]=[CH:5][N:4]=[C:3]([S:2][CH3:1])[N:8]=2)[CH:10]=[C:11]([C:26]#[N:27])[C:12]1=[O:25] |f:1.2.3|. Procedure details: To a solution of 5-(2-methylsulfanylpyrimidin-4-yl)-2-oxo-6-(3-trifluoromethylphenyl)-1,2-dihydropyridine-3-carbonitrile (150 mg, 0.00040 mol) in 3 mL DMF was added cesium carbonate (200 mg, 0.00060 mol) and methyl iodide (1 mL, 0.0154 mol) and the solution stirred at room temperature for 1 h. The mixture was the partitioned between H2O and EtOAc and the organic phase dried over anhydrous sodium sulfate and concentrated. Chromatography on silica with 3% MeOH in CH2Cl2 yields 100 mg (65%) 1-methy... Reactants: C#CCCC (1-pentyne), NN (hydrazine), [Li]CCCC (n-BuLi), C(F)(F)(F)C(=O)OCC (CF3CO2Et), B(F)(F)F.O(CC)CC (BF3 OEt2). Run in C1=CC=CC=C1 (benzene), C1CCOC1 (THF). Yields the product C(CC)C1=CC(=NN1)C(F)(F)F (5-propyl-3-trifluoromethyl-1H-pyrazole). RXN SMILES: [CH:1]#[C:2][CH2:3][CH2:4][CH3:5].[Li]CCCC.[C:11]([C:15](OCC)=O)([F:14])([F:13])[F:12].B(F)(F)F.O(CC)CC.[NH2:29][NH2:30]>C1COCC1.C1C=CC=CC=1>[CH2:3]([C:4]1[NH:30][N:29]=[C:15]([C:11]([F:12])([F:13])[F:14])[CH:5]=1)[CH2:2][CH3:1] |f:3.4|. Reported procedure: Following protocol H, 1-pentyne was treated with n-BuLi, CF3CO2Et and BF3—OEt2 in THF. Reaction with hydrazine in benzene under similar reaction conditions yielded title compound. Reactants: ClCCl, O=C(O)Cc1ccc(C2CCCCC2)cc1O, O=C1CCC(=O)N1Cl, O=C1CCC(=O)N1. Yields the product O=C(O)Cc1cc(Cl)c(C2CCCCC2)cc1O. RXN SMILES: [CH2:33]([Cl:34])[Cl:35].[CH:16]1([c:22]2[cH:23][c:24]([OH:32])[c:25]([CH2:28][C:29](=[O:30])[OH:31])[cH:26][cH:27]2)[CH2:17][CH2:18][CH2:19][CH2:20][CH2:21]1.[Cl:1][N:2]1[C:3](=[O:4])[CH2:5][CH2:6][C:7]1=[O:8].[O:9]=[C:10]1[NH:11][C:12](=[O:13])[CH2:14][CH2:15]1>>[Cl:1][c:27]1[c:22]([CH:16]2[CH2:17][CH2:18][CH2:19][CH2:20][CH2:21]2)[cH:23][c:24]([OH:32])[c:25]([CH2:28][C:29](=[O:30])[OH:31])[cH:26]1.